This data is from the Open Reaction Database (ORD), a public repository of structured organic reaction records. The task is: describe an organic reaction: reactants, conditions, products, and yield Reactants: O=C(CCl)c1ccc(C2CCCCC2)cc1, [Cl-], [Mg+]Cc1ccc(Cl)cc1Cl. The product is ClCc1ccc(Cl)cc1Cl, [Mg]. RXN SMILES: [CH:1]1([c:2]2[cH:3][cH:4][c:5]([C:6](=[O:7])[CH2:8][Cl:13])[cH:9][cH:10]2)[CH2:11][CH2:12][CH2:14][CH2:15][CH2:16]1.[Cl-:17].[Cl:18][c:19]1[c:20]([CH2:21][Mg+:22])[cH:23][cH:24][c:25]([Cl:27])[cH:26]1>>[Cl:13][CH2:21][c:20]1[c:19]([Cl:18])[cH:26][c:25]([Cl:27])[cH:24][cH:23]1.[Mg:22]. The reactants are C(C)(C)(C)[Si](OCCC(N1C=NC=C1)C1=CC=C(C#N)C=C1)(C)C (4-[3-(tert-butyl-dimethyl-silanyloxy)-1-imidazol-1-yl-propyl]-benzonitrile), N1=CC=CC=C1 (pyridine). The solvent is C(C)#N (acetonitrile). Conditions: time 1 hour. Yields the product OCCC(N1C=NC=C1)C1=CC=C(C#N)C=C1 (4-(3-Hydroxy-1-imidazol-1-yl-propyl)-benzonitrile). Reaction SMILES: C([Si](C)(C)[O:6][CH2:7][CH2:8][CH:9]([C:15]1[CH:22]=[CH:21][C:18]([C:19]#[N:20])=[CH:17][CH:16]=1)[N:10]1[CH:14]=[CH:13][N:12]=[CH:11]1)(C)(C)C.N1C=CC=CC=1>C(#N)C>[OH:6][CH2:7][CH2:8][CH:9]([C:15]1[CH:22]=[CH:21][C:18]([C:19]#[N:20])=[CH:17][CH:16]=1)[N:10]1[CH:14]=[CH:13][N:12]=[CH:11]1. Procedure: The 4-[3-(tert-butyl-dimethyl-silanyloxy)-1-imidazol-1-yl-propyl]-benzonitrile (2.0 gm, mmol) was suspended in acetonitrile (20 mL) in a teflon flask and HF/pyridine (4 mL) was added and the reaction was stirred for 1 hour. The reaction was quenched with cold aqueous sodium hydroxide and the resulting solution was concentrated in vacuo. The residue was dissolved in methylene chloride and chromatographed on silica gel eluting with 1:1 ethyl acetate:hexanes. The desired fractions were concentrated... The reactants are resultant mixture, C#CCCC (1-pentyne), resultant mixture, COC1=NC(=NC(=C1)OC)OC1=C(C(=O)OCC[Si](C)(C)C)C(=CC=C1)OS(=O)(=O)C(F)(F)F (2-trimethylsilylethyl 2-[(4,6-dimethoxypyrimidin-2-yl)oxy]-6-trifluoromethylsulfonyloxybenzoate), CN(C)C=O (DMF), ice water. The reagents and catalysts are Cl[Pd]([P](C1=CC=CC=C1)(C2=CC=CC=C2)C3=CC=CC=C3)([P](C4=CC=CC=C4)(C5=CC=CC=C5)C6=CC=CC=C6)Cl (bis(triphenylphosphine)palladium dichloride). Solvent: C(C)N(CC)CC (triethylamine). Yields the product COC1=NC(=NC(=C1)OC)OC1=C(C(=O)OCC[Si](C)(C)C)C(=CC=C1)C#CCCC (2-trimethylsilylethyl 2-[(4,6-dimethoxypyrimidin-2-yl)oxy]-6-(1-pentynyl)benzoate). Yield: 62.8%. RXN SMILES: [CH3:1][O:2][C:3]1[CH:8]=[C:7]([O:9][CH3:10])[N:6]=[C:5]([O:11][C:12]2[CH:26]=[CH:25][CH:24]=[C:23](OS(C(F)(F)F)(=O)=O)[C:13]=2[C:14]([O:16][CH2:17][CH2:18][Si:19]([CH3:22])([CH3:21])[CH3:20])=[O:15])[N:4]=1.CN(C=O)C.[CH:40]#[C:41][CH2:42][CH2:43][CH3:44]>Cl[Pd](Cl)([P](C1C=CC=CC=1)(C1C=CC=CC=1)C1C=CC=CC=1)[P](C1C=CC=CC=1)(C1C=CC=CC=1)C1C=CC=CC=1.C(N(CC)CC)C>[CH3:10][O:9][C:7]1[CH:8]=[C:3]([O:2][CH3:1])[N:4]=[C:5]([O:11][C:12]2[CH:26]=[CH:25][CH:24]=[C:23]([C:40]#[C:41][CH2:42][CH2:43][CH3:44])[C:13]=2[C:14]([O:16][CH2:17][CH2:18][Si:19]([CH3:20])([CH3:21])[CH3:22])=[O:15])[N:6]=1 |^1:47,66|. Reported procedure: In a 100 ml flask equipped with a thermometer, a cooling tube and a nitrogensintroducing tube, there were charged 2-trimethylsilylethyl 2-[(4,6-dimethoxypyrimidin-2-yl)oxy]-6-trifluoromethylsulfonyloxybenzoate (4.72 g, 9.0 mmol), bis(triphenylphosphine)palladium dichloride (300 mg, 0.4 mmol), DMF (30 ml) and triethylamine (5 ml), and the resultant mixture was stirred at room temperature for 1 hour under nitrogen stream. Thereafter, 1-pentyne (2.0 g, 29.40 mmol) was added to the resultant mixture... Reactants: CN(CCN)C (N,N-Dimethyl-1,2-ethanediamine), ClC=1N=[N+](C2=C(N1)C=CC=1OCCCC12)[O-] (3-Chloro-9,10-dihydro-8H-chromeno[6,5-e][1,2,4]triazine 1-Oxide). The solvent is COCCOC (DME). The product is CN(CCNC=1N=[N+](C2=C(N1)C=CC=1OCCCC12)[O-])C (N1,N1-Dimethyl-N2-(1-oxido-9,10-dihydro-8H-chromeno[6,5-e][1,2,4]triazin-3-yl)-1,2-ethanediamine). Yield: 95.0%. As a reaction SMILES: [CH3:1][N:2]([CH3:6])[CH2:3][CH2:4][NH2:5].Cl[C:8]1[N:9]=[N+:10]([O-:22])[C:11]2[C:21]3[CH2:20][CH2:19][CH2:18][O:17][C:16]=3[CH:15]=[CH:14][C:12]=2[N:13]=1>COCCOC>[CH3:1][N:2]([CH3:6])[CH2:3][CH2:4][NH:5][C:8]1[N:9]=[N+:10]([O-:22])[C:11]2[C:21]3[CH2:20][CH2:19][CH2:18][O:17][C:16]=3[CH:15]=[CH:14][C:12]=2[N:13]=1. Procedure: N,N-Dimethyl-1,2-ethanediamine (65 μL, 0.6 mmol) was added to a stirred solution of chloride 235 (47 mg, 0.2 mmol) in DME (20 mL) and the solution stirred at reflux temperature for 2 h. The solvent was evaporated and the residue was partitioned between DCM (50 mL) and dilute aqueous NH3 solution (20 mL). The organic fraction was dried and the solvent evaporated. The residue was purified by chromatography, eluting with a gradient (0-10%) of MeOH/DCM, to give 1-oxide 236 (55 mg, 95%) as a pale yel...